From a dataset of the Open Reaction Database (ORD), a public repository of structured organic reaction records. describe an organic reaction: reactants, conditions, products, and yield Starting materials: C(=O)[O-].[NH4+] (ammonium formate), [OH-].[Na+] (NaOH), C(C1=CC=CC=C1)N1[C@H](CC[C@@H]1CCC)CCC (trans-1-benzyl-2,5-dipropylpyrrolidine), O (water). The reagents and catalysts are [OH-].[OH-].[Pd+2] (Pd(OH)2/C). Solvent: CO (methanol). Product: C(CC)[C@@H]1N[C@H](CC1)CCC (Trans-2,5-dipropylpyrrolidine). Reaction SMILES: C([N:8]1[C@@H:12]([CH2:13][CH2:14][CH3:15])[CH2:11][CH2:10][C@@H:9]1[CH2:16][CH2:17][CH3:18])C1C=CC=CC=1.C([O-])=O.[NH4+].O.[OH-].[Na+]>CO.[OH-].[OH-].[Pd+2]>[CH2:16]([C@H:9]1[CH2:10][CH2:11][C@H:12]([CH2:13][CH2:14][CH3:15])[NH:8]1)[CH2:17][CH3:18] |f:1.2,4.5,7.8.9|. Reported procedure: Dissolve 1.56 g trans-1-benzyl-2,5-dipropylpyrrolidine from the Step C above in 100 mL methanol and add 4.01 g ammonium formate and 156 mg Pd(OH)2/C. Let the reaction mixture stir under nitrogen over night. Filter the reaction mixture through Celite to remove the catalyst. Concentrate the filtrate under reduced pressure to give white solid residue. Suspend it in a small amount of water, add 5 ml 5 N NaOH solution, extract with ether several times, wash the combined ether solution with saturated ... Reactants: N, C1([C@@H]2C[C@H]1C[C@H]([C@@H]2C)B)(C)C.C1([C@@H]2C[C@H]1C[C@H]([C@@H]2C)B)(C)C.C(CN(C)C)N(C)C, C1CN(C[C@@H](C1=O)O)S(=O)(=O)C. Reagents/catalysts: c1ccc(cc1)-c2c3ccccc3cc4ccccc24 (9-Phenylanthracene), CC(C)[O-].CC(C)[O-].CC(C)[O-].CC(C)[O-].[Ti+4] (Ti(OiPr)4). Reaction conditions: temperature 25 celsius, time 18 hour. Yields the product CS(=O)(=O)N1CC[C@@H](N)[C@@H](O)C1. Reaction SMILES: [CH3:1][S:2]([N:5]1[CH2:11][C@H:9]([OH:10])[C:8](=O)[CH2:7][CH2:6]1)(=[O:4])=[O:3].[NH3:12].B[C@H]1[C@H](C)[C@H](C(C)(C)[C@@H]2C1)C2.B[C@H]3[C@H](C)[C@H](C(C)(C)[C@@H]4C3)C4.CN(CCN(C)C)C>>[CH3:1][S:2]([N:5]1[CH2:11][C@H:9]([OH:10])[C@H:8]([NH2:12])[CH2:7][CH2:6]1)(=[O:4])=[O:3]. Starting materials: N#CCBr, CC#N, COc1cccc(C2CCNCC2)c1, [K+], [K+], O=C([O-])[O-]. Product: COc1cccc(C2CCN(CC#N)CC2)c1. As a reaction SMILES: [Br:1][CH2:2][C:3]#[N:4].[CH3:25][C:26]#[N:27].[CH3:5][O:6][c:7]1[cH:8][c:9]([CH:13]2[CH2:14][CH2:15][NH:16][CH2:17][CH2:18]2)[cH:10][cH:11][cH:12]1.[K+:19].[K+:20].[O-:21][C:22]([O-:23])=[O:24]>>[CH2:2]([C:3]#[N:4])[N:16]1[CH2:15][CH2:14][CH:13]([c:9]2[cH:8][c:7]([O:6][CH3:5])[cH:12][cH:11][cH:10]2)[CH2:18][CH2:17]1. Reactants: C(C)(C)(CC(C)(C)C)C1=CC=C(C=C1)O (p-tert-octylphenol), C(CCCCCCCC)C1=CC=C(C=C1)O (p-nonylphenol), C=O (paraformaldehyde), C1(=CC=C(C=C1)S(=O)(=O)O)C (p-toluenesulfonic acid), C1(=CC=CC=C1)O (Phenol). Conditions: temperature 100 celsius. Product: C(C)(C)(CC(C)(C)C)C1=CC=C(C=C1)O.C(CCCCCCCC)C1=CC=C(C=C1)O.C1(=CC=CC=C1)O.C=O (p-tert-octylphenol p-nonylphenol phenol formaldehyde). As a reaction SMILES: [C:1]([C:9]1[CH:14]=[CH:13][C:12]([OH:15])=[CH:11][CH:10]=1)([CH2:4][C:5]([CH3:8])([CH3:7])[CH3:6])([CH3:3])[CH3:2].[CH2:16]([C:25]1[CH:30]=[CH:29][C:28]([OH:31])=[CH:27][CH:26]=1)[CH2:17][CH2:18][CH2:19][CH2:20][CH2:21][CH2:22][CH2:23][CH3:24].[CH2:32]=[O:33].C1(C)C=CC(S(O)(=O)=O)=CC=1.[C:45]1([OH:51])[CH:50]=[CH:49][CH:48]=[CH:47][CH:46]=1>>[C:1]([C:9]1[CH:10]=[CH:11][C:12]([OH:15])=[CH:13][CH:14]=1)([CH2:4][C:5]([CH3:8])([CH3:7])[CH3:6])([CH3:2])[CH3:3].[CH2:16]([C:25]1[CH:26]=[CH:27][C:28]([OH:31])=[CH:29][CH:30]=1)[CH2:17][CH2:18][CH2:19][CH2:20][CH2:21][CH2:22][CH2:23][CH3:24].[C:45]1([OH:51])[CH:50]=[CH:49][CH:48]=[CH:47][CH:46]=1.[CH2:32]=[O:33] |f:5.6.7.8|. Reported procedure: 206 g (1 mole) of p-tert-octylphenol, 220 g (1 mole) of p-nonylphenol, 100.1 g (2.67 moles) of 80% paraformaldehyde and 0.8 g of p-toluenesulfonic acid were reacted under water reflux at 100° C. for 10 hours. A reaction intermediate was obtained consuming 85% of the used formaldehyde. Phenol (94 g; 1 mole) was added to the reaction intermediate, and reacted for 3 hours. The reaction mixture was then heated to 170° C. to dehydrate it and thereby to give a pale brown p-tert-octylphenol/p-nonylphen... Reactants: O=C(Cl)c1ccc(Br)cn1, CC#N, CN(C)c1ccncc1, Nc1ccc(Cl)cc1, Cl, O, c1ccncc1. Product: O=C(Nc1ccc(Cl)cc1)c1ccc(Br)cn1. RXN SMILES: [Br:1][c:2]1[cH:3][cH:4][c:5]([C:8](=[O:9])[Cl:10])[n:6][cH:7]1.[CH3:26][C:27]#[N:28].[CH3:29][N:30]([CH3:31])[c:32]1[cH:33][cH:34][n:35][cH:36][cH:37]1.[Cl:11][c:12]1[cH:13][cH:14][c:15]([NH2:16])[cH:17][cH:18]1.[ClH:25].[OH2:38].[cH:19]1[cH:20][cH:21][n:22][cH:23][cH:24]1>>[Br:1][c:2]1[cH:3][cH:4][c:5]([C:8](=[O:9])[NH:16][c:15]2[cH:14][cH:13][c:12]([Cl:11])[cH:18][cH:17]2)[n:6][cH:7]1. The reactants are [BH4-].[Na+] (sodium borohydride), [BH4-].[Na+] (sodium borohydride), CC1=C(C=O)C(=CC(=C1)C(C)C)C (2,6-Dimethyl-4-isopropylbenzaldehyde). The reagents and catalysts are Cl (HCl). Solvent: O (water), C(C)O (ethanol), C(C)O (ethanol). Run at time 1 hour. Yields the product CC1=C(CO)C(=CC(=C1)C(C)C)C (2,6-Dimethyl-4-isopropylbenzyl alcohol). The yield is 86.9%. Reaction SMILES: [BH4-].[Na+].[CH3:3][C:4]1[CH:11]=[C:10]([CH:12]([CH3:14])[CH3:13])[CH:9]=[C:8]([CH3:15])[C:5]=1[CH:6]=[O:7]>C(O)C.Cl.O>[CH3:15][C:8]1[CH:9]=[C:10]([CH:12]([CH3:13])[CH3:14])[CH:11]=[C:4]([CH3:3])[C:5]=1[CH2:6][OH:7] |f:0.1|. Procedure: A solution of sodium borohydride (0.04 g, 1.04 mmol) in 90% ethanol (5 mL) was added dropwise to a solution of 2,6-dimethyl-4-isopropylbenzaldehyde (Example 1) (0.55 g, 3.1 mmol) in absolute ethanol (5 mL). The reaction mixture was allowed to stir at room temperature for 1 hour, then heated at 60° C. for 30 min. The solution was cooled to 0° C. and the unreacted sodium borohydride was decomposed by the addition of a few drops of 3N HCl. The solvent was removed under reduced pressure to give a re... Reactants: C(C)N1CCC2=CC(=CC=C12)S(=O)(=O)N (1-ethylindoline-5-sulfonamide), C(C)(=O)N1CCC2=CC=C(C=C12)S(=O)(=O)N (1-acetylindoline-6-sulfonamide), C(C)(=O)N1CCC2=CC=C(C=C12)S(=O)(=O)N (1-acetylindoline-6-sulfonamide). Yields the product C(C)N1CCC2=CC=C(C=C12)S(=O)(=O)N (1-Ethylindoline-6-sulfonamide). The yield is 26.6%. RXN SMILES: C(N1C2C(=CC(S(N)(=O)=O)=CC=2)CC1)C.[C:16]([N:19]1[C:27]2[C:22](=[CH:23][CH:24]=[C:25]([S:28]([NH2:31])(=[O:30])=[O:29])[CH:26]=2)[CH2:21][CH2:20]1)(=O)[CH3:17]>>[CH2:16]([N:19]1[C:27]2[C:22](=[CH:23][CH:24]=[C:25]([S:28]([NH2:31])(=[O:29])=[O:30])[CH:26]=2)[CH2:21][CH2:20]1)[CH3:17]. Procedure details: Following a procedure analogous to that for the synthesis of Intermediate 53, 1-acetylindoline-6-sulfonamide (Intermediate 60, 200 mg, 0.83 mmol) was converted to the title compound (50 mg, 27%) after purification using preparative HPLC. 1H NMR (CDCl3) δ 7.37 (d, J=7.5 Hz, 1H), 7.21 (d, J=9.7 Hz, 2H), 3.59 (t, J=8.1 Hz, 2H), 3.28 (q, J=8.1 Hz, 2H), 3.10 (t, J=8.1 Hz, 2H), 1.26-1.22 (m, 3H); MS(ESI+) m/z 227.1 (M+H)+. The reactants are [OH-].[Na+] (NaOH), C(C)OC=1C=CC(=C(N)C1)[N+](=O)[O-] (5-Ethoxy-2-nitroaniline), N#CN (cyanamide), [CH]Cl (cHCl). Solvent: O (water). Run at temperature 50 celsius, time 3 hour. Product: C(C)OC=1C=CC2=C(N=C(N=[N+]2[O-])N)C1 (6-Ethoxy-1,2,4-benzotriazin-3-amine 1-Oxide). Yield: 67.9%. Reaction SMILES: [CH2:1]([O:3][C:4]1[CH:5]=[CH:6][C:7]([N+:11]([O-:13])=O)=[C:8]([CH:10]=1)[NH2:9])[CH3:2].[N:14]#[C:15][NH2:16].[CH]Cl.[OH-].[Na+]>O>[CH2:1]([O:3][C:4]1[CH:5]=[CH:6][C:7]2[N+:11]([O-:13])=[N:14][C:15]([NH2:16])=[N:9][C:8]=2[CH:10]=1)[CH3:2] |f:3.4,^3:16|. Reported procedure: A mixture of 5-ethoxy-2-nitroaniline (15) (1.63 g, 9.0 mmol) and cyanamide (1.50 g, 35.8 mmol) were mixed together at 100° C., cooled to 50° C., cHCl (15 mL) added carefully and the mixture heated at 100° C. for 4 h. The mixture was cooled to 50° C., 7.5 M NaOH solution added until the mixture was strongly basic and the mixture stirred at 100° C. for 3 h. The mixture was cooled, diluted with water (100 mL), filtered, washed with water (3×20 mL), washed with ether (3×5 mL) and dried. The residue ... The reactants are C(C1=CC=CC=C1)N[C@H]1[C@@]2(C[C@H]([C@H](CC1)N2CC2=CC=CC=C2)C(=O)OC(C)(C)C)C2=CC=CC=C2 ((1R*,2R*,5S*,6R*)-2-Benzylamino-8-benzyl-6-(tert-butoxycarbonyl)-1-phenyl-8-azabicyclo[3.2.1]octane), [H][H] (hydrogen). The reagents and catalysts are [Pd] (palladium on activated charcoal). Solvent: CO (methanol), C(C)(=O)O (acetic acid). Yields the product N[C@H]1[C@@]2(C[C@H]([C@H](CC1)N2)C(=O)OC(C)(C)C)C2=CC=CC=C2 ((1R*,2R*,5S*,6R*)-2-Amino-6-(tert-butoxycarbonyl)-1-phenyl-8-azabicyclo[3.2.1]octane). Isolated yield 99.3%. RXN SMILES: C([NH:8][C@@H:9]1[CH2:15][CH2:14][C@@H:13]2[N:16](CC3C=CC=CC=3)[C@@:10]1([C:31]1[CH:36]=[CH:35][CH:34]=[CH:33][CH:32]=1)[CH2:11][C@H:12]2[C:24]([O:26][C:27]([CH3:30])([CH3:29])[CH3:28])=[O:25])C1C=CC=CC=1.[H][H]>[Pd].CO.C(O)(=O)C>[NH2:8][C@@H:9]1[CH2:15][CH2:14][C@@H:13]2[NH:16][C@@:10]1([C:31]1[CH:32]=[CH:33][CH:34]=[CH:35][CH:36]=1)[CH2:11][C@H:12]2[C:24]([O:26][C:27]([CH3:29])([CH3:30])[CH3:28])=[O:25]. Procedure: (1R*,2R*,5S*,6R*)-2-Benzylamino-8-benzyl-6-(tert-butoxycarbonyl)-1-phenyl-8-azabicyclo[3.2.1]octane (Description 18; 7.07 g, 14.7 mmol) and 10% palladium on activated charcoal (2 g) were taken up in methanol (100 mL) and acetic acid (100 mL), and the mixture was hydrogenated at 50 psi hydrogen for 16 hours at room temperature. The suspension was filtered and the filtrate concentrated in vacuo. The residue was then suspended in saturated aqueous sodium hydrogen carbonate solution (200 mL) and ext... Reactants: I (hydroiodide), I.O=C1N2C(N=NN1CC#C)=C(N=C2)C(NCC(C2=CC=CC=C2)=O)=N (4-oxo-N-(2-oxo-2-phenylethyl)-3-(prop-2-ynyl)-3,4-dihydroimidazo[5,1-d][1,2,3,5]tetrazine-8-carboximidamide hydroiodide). Solvent: Cl (hydrochloride), Cl (HCl). Reaction conditions: temperature 80 celsius, time 2 hour. Yields the product C1(=CC=CC=C1)C=1N=C(NC1)C=1N=CN2C1N=NN(C2=O)CC#C (8-(4-Phenyl-1H-imidazol-2-yl)-3-(prop-2-ynyl)imidazo[5,1-d][1,2,3,5]tetrazin-4(3H)-one). As a reaction SMILES: I.[O:2]=[C:3]1[N:8]([CH2:9][C:10]#[CH:11])[N:7]=[N:6][C:5]2=[C:12]([C:15](=[NH:26])[NH:16][CH2:17][C:18](=O)[C:19]3[CH:24]=[CH:23][CH:22]=[CH:21][CH:20]=3)[N:13]=[CH:14][N:4]12.I>Cl>[C:19]1([C:18]2[N:26]=[C:15]([C:12]3[N:13]=[CH:14][N:4]4[C:3](=[O:2])[N:8]([CH2:9][C:10]#[CH:11])[N:7]=[N:6][C:5]=34)[NH:16][CH:17]=2)[CH:24]=[CH:23][CH:22]=[CH:21][CH:20]=1 |f:0.1|. Procedure details: A mixture of crude 4-oxo-N-(2-oxo-2-phenylethyl)-3-(prop-2-ynyl)-3,4-dihydroimidazo[5,1-d][1,2,3,5]tetrazine-8-carboximidamide hydroiodide (45 mg) in 3N HCl (4 mL) was heated at 80° C. overnight. After being cooled to room temperature, the mixture was left at 4° C. for 2 hours and the precipitate was filtered and washed successively with cold water, ethyl acetate and diethyl ether to give a mixture of the hydrochloride and hydroiodide salts of the title compound.